Dataset: the Open Reaction Database (ORD), a public repository of structured organic reaction records. Task: describe an organic reaction: reactants, conditions, products, and yield Solvent: C(Cl)(Cl)Cl (chloroform). Starting materials: C1=CCCCCCCCCCCCC1 (Cyclotetradecene), [OH-].[Na+] (sodium hydroxide), CCCCCCCC (n-octane), [I-].C[P+](C)(C)C (tetramethylphosphonium iodide), ClCCl (dichloromethane). Reaction SMILES: [CH:1]1[CH2:14][CH2:13][CH2:12][CH2:11][CH2:10][CH2:9][CH2:8][CH2:7][CH2:6][CH2:5][CH2:4][CH2:3][CH:2]=1.[OH-].[Na+].CCCCCCCC.[I-].C[P+](C)(C)C.[Cl:31][CH2:32][Cl:33]>C(Cl)(Cl)Cl>[Cl:31][C:32]1([Cl:33])[CH:14]2[CH:1]1[CH2:2][CH2:3][CH2:4][CH2:5][CH2:6][CH2:7][CH2:8][CH2:9][CH2:10][CH2:11][CH2:12][CH2:13]2 |f:1.2,4.5|. Reported procedure: Cyclotetradecene (4.0 g), chloroform (18 ml), 50% aqueous sodium hydroxide solution (22 ml), dichloromethane (5 ml), n-octane (1 ml) and tetramethylphosphonium iodide (0.01 g) were stirred together at 35° C. for 3 hours. At the end of this period the conversion of starting material to the desired product was found by GLC to be 100%. The product is ClC1(C2CCCCCCCCCCCCC12)Cl (15,15-dichlorobicyclo[12.1.0]pentadecane). RXN SMILES: Cl.Cl.[NH2:3][C:4]1[C:19]([Cl:20])=[CH:18][C:7]([C:8]([NH:10][CH2:11][CH:12]2[CH2:17][CH2:16][NH:15][CH2:14][CH2:13]2)=[O:9])=[C:6]([O:21][CH3:22])[CH:5]=1.[F:23][C:24]1[CH:36]=[CH:35][C:27]([O:28][CH2:29][CH2:30][CH2:31][CH2:32][CH2:33]Br)=[CH:26][CH:25]=1>>[NH2:3][C:4]1[C:19]([Cl:20])=[CH:18][C:7]([C:8]([NH:10][CH2:11][CH:12]2[CH2:13][CH2:14][N:15]([CH2:33][CH2:32][CH2:31][CH2:30][CH2:29][O:28][C:27]3[CH:26]=[CH:25][C:24]([F:23])=[CH:36][CH:35]=3)[CH2:16][CH2:17]2)=[O:9])=[C:6]([O:21][CH3:22])[CH:5]=1 |f:0.1.2|. The reactants are Cl.Cl.NC1=CC(=C(C(=O)NCC2CCNCC2)C=C1Cl)OC (4-Amino-5-chloro-2-methoxy-N-(piperidin-4-ylmethyl)benzamide dihydrochloride), FC1=CC=C(OCCCCCBr)C=C1 (5-(4-fluorophenoxy)-pentyl bromide). Reported procedure: 4-Amino-5-chloro-2-methoxy-N-(piperidin-4-ylmethyl)benzamide dihydrochloride (1.5 g) as starting compound and 5-(4-fluorophenoxy)-pentyl bromide (1.1 g) were reacted and treated in the same manner as in Example 168 to give 4-amino-5-chloro-N-((1-(5-(4-fluorophenoxy)pentyl)-piperidin-4-yl)methyl)-2-methoxybenzamide. The product is NC1=CC(=C(C(=O)NCC2CCN(CC2)CCCCCOC2=CC=C(C=C2)F)C=C1Cl)OC (4-amino-5-chloro-N-((1-(5-(4-fluorophenoxy)pentyl)-piperidin-4-yl)methyl)-2-methoxybenzamide).